This data is from the Open Reaction Database (ORD), a public repository of structured organic reaction records. The task is: describe an organic reaction: reactants, conditions, products, and yield The reactants are Cl (HCl), atmosphere, ON1N=NC2=C1C=CC=C2 (1-hydroxybenzotriazole), Cl.C(C)N=C=NCCCN(C)C (1-ethyl-3-(3-dimethylaminopropyl)carbodiimide hydrochloride), C(C)(C)N(C(C)C)CC (N,N-diisopropylethylamine), C(C)(C)N(C(C)C)CC (N,N-diisopropylethylamine), OC1=C(C=CC2=CC=CC=C12)C(=O)O (1-hydroxy-2-naphthoic acid), Cl.COC(=O)C1(CCSCC1)N (4-amino-tetrahydro-thiopyran-4-carboxylic acid methyl ester hydrochloride). Solvent: CN(C)C=O (DMF), O (water). Conditions: time 16 hour. Product: COC(=O)C1(CCSCC1)NC(=O)C1=C(C2=CC=CC=C2C=C1)O (4-[(1-hydroxy-naphthalene-2-carbonyl)-amino]-tetrahydro-thiopyran-4-carboxylic acid methyl ester). Yield: 100.2%. RXN SMILES: [OH:1][C:2]1[C:11]2[C:6](=[CH:7][CH:8]=[CH:9][CH:10]=2)[CH:5]=[CH:4][C:3]=1[C:12]([OH:14])=O.ON1C2C=CC=CC=2N=N1.Cl.C(N=C=NCCCN(C)C)C.C(N(CC)C(C)C)(C)C.Cl.[CH3:47][O:48][C:49]([C:51]1([NH2:57])[CH2:56][CH2:55][S:54][CH2:53][CH2:52]1)=[O:50].Cl>O.CN(C=O)C>[CH3:47][O:48][C:49]([C:51]1([NH:57][C:12]([C:3]2[CH:4]=[CH:5][C:6]3[C:11](=[CH:10][CH:9]=[CH:8][CH:7]=3)[C:2]=2[OH:1])=[O:14])[CH2:52][CH2:53][S:54][CH2:55][CH2:56]1)=[O:50] |f:2.3,5.6|. Procedure: To a solution of 0.50 g 1-hydroxy-2-naphthoic acid in 5 ml abs. DMF under inert atmosphere 0.18 g 1-hydroxybenzotriazole, 0.71 g 1-ethyl-3-(3-dimethylaminopropyl)carbodiimide hydrochloride and 0.7 ml N,N-diisopropylethylamine were added. After 15 minutes 0.62 g 4-amino-tetrahydro-thiopyran-4-carboxylic acid methyl ester hydrochloride, followed by 0.55 ml N,N-diisopropylethylamine were added. After 16 h at room temperature and 5 h at 60° C. the reaction was poured unto water, adjusted to pH2 with... Starting materials: N[C@H](C(=O)O)CC[C@@H](CN)SSC ((2S,5S)-2,6-diamino-5-(methyldisulfanyl)hexanoic acid), C([O-])(O)=O.[Na+] (sodium bicarbonate), C(CN(CC(=O)O)CC(=O)O)N(CC(=O)[O-])CC(=O)[O-].[Na+].[Na+] (disodium dihydrogen ethylenediaminetetraacetate), C(OCC1=CC=C(C=C1)N=[N+]=[N-])(OC1=CC=C(C=C1)[N+](=O)[O-])=O (4-azidobenzyl (4-nitrophenyl) carbonate). Reagents/catalysts: O.O.O.O.O.S(=O)(=O)([O-])[O-].[Cu+2] (copper sulfate pentahydrate). The solvent is O (water), O (water), CC(=O)C (acetone). Run at time 25.75 hour. Product: N[C@H](C(=O)O)CC[C@@H](CNC(=O)OCC1=CC=C(C=C1)N=[N+]=[N-])SSC ((2S,5S)-2-amino-6-((((4-azidobenzyl)oxy)carbonyl)amino)-5-(methyldisulfanyl)hexanoic acid). Isolated yield 16.0%. Reaction SMILES: [NH2:1][C@@H:2]([CH2:6][CH2:7][C@H:8]([S:11][S:12][CH3:13])[CH2:9][NH2:10])[C:3]([OH:5])=[O:4].C(=O)(O)[O-].[Na+].[C:19](=O)([O:31]C1C=CC([N+]([O-])=O)=CC=1)[O:20][CH2:21][C:22]1[CH:27]=[CH:26][C:25]([N:28]=[N+:29]=[N-:30])=[CH:24][CH:23]=1.C(N(CC([O-])=O)CC([O-])=O)CN(CC(O)=O)CC(O)=O.[Na+].[Na+]>O.CC(C)=O.O.O.O.O.O.S([O-])([O-])(=O)=O.[Cu+2]>[NH2:1][C@@H:2]([CH2:6][CH2:7][C@H:8]([S:11][S:12][CH3:13])[CH2:9][NH:10][C:19]([O:20][CH2:21][C:22]1[CH:23]=[CH:24][C:25]([N:28]=[N+:29]=[N-:30])=[CH:26][CH:27]=1)=[O:31])[C:3]([OH:5])=[O:4] |f:1.2,4.5.6,9.10.11.12.13.14.15|. Procedure details: A solution of copper sulfate pentahydrate (100 mg, 0.4 mmol) in water (0.3 mL) was added to a solution of (2S,5S)-2,6-diamino-5-(methyldisulfanyl)hexanoic acid (Compound tk6) (176 mg, 0.785 mol) and sodium bicarbonate (659 mg, 7.85 mmol) in water (1.2 mL) at room temperature, followed by addition of a solution of 4-azidobenzyl (4-nitrophenyl) carbonate synthesized by the method described in the literature (Bioconjugate Chem. 2008, 19, 714) (296 mg, 0.941 mmol) in acetone (2.7 mL). The reaction m... The reactants are C1CCOC1, [N-]=[N+]=Nc1cc(Oc2ccc3[nH]ccc3c2)ncn1. Yields the product Nc1cc(Oc2ccc3[nH]ccc3c2)ncn1. RXN SMILES: [CH2:20]1[O:21][CH2:22][CH2:23][CH2:24]1.[N:1](=[N+:2]=[N-:3])[c:4]1[cH:5][c:6]([O:10][c:11]2[cH:12][c:13]3[cH:14][cH:15][nH:16][c:17]3[cH:18][cH:19]2)[n:7][cH:8][n:9]1>>[NH2:1][c:4]1[cH:5][c:6]([O:10][c:11]2[cH:12][c:13]3[cH:14][cH:15][nH:16][c:17]3[cH:18][cH:19]2)[n:7][cH:8][n:9]1. The solvent is ClCCl (dichloromethane), C(C)O (ethanol). The product is NC1=C(C=NN1C1=C(C=CC=C1C)C)C(=O)N (5-Amino-1-(2,6-dimethylphenyl)-1H-pyrazole-4-carboxamide). RXN SMILES: [NH2:1][C:2]1[N:6]([C:7]2[C:12]([CH3:13])=[CH:11][CH:10]=[CH:9][C:8]=2[CH3:14])[N:5]=[CH:4][C:3]=1[C:15]#[N:16].[OH:17]O.N>C(O)C.ClCCl>[NH2:1][C:2]1[N:6]([C:7]2[C:12]([CH3:13])=[CH:11][CH:10]=[CH:9][C:8]=2[CH3:14])[N:5]=[CH:4][C:3]=1[C:15]([NH2:16])=[O:17]. The reactants are OO (hydrogen peroxide), N (ammonia), NC1=C(C=NN1C1=C(C=CC=C1C)C)C#N (5-Amino-1-(2,6-dimethylphenyl)-1H-pyrazole-4-carbonitrile). Run at time 8 hour. Reported procedure: 2 g (9.4 mmol) of 5-amino-1-(2,6-dimethylphenyl)-1H-pyrazole-4-carbonitrile (Example 1A) are dissolved in 25 ml of ethanol, and a mixture of 20 ml of 30% strength hydrogen peroxide and 40 ml of 25% strength ammonia is added. The solution is stirred at room temperature overnight and then concentrated to about 15 ml in a rotary evaporator. The oily emulsion resulting thereby is taken up in dichloromethane. It is washed several times with water and saturated sodium thiosulphate solution. Drying ove... Reactants: BrC=1C=C(C(=NC1)NC=1SC=C(N1)CCC(=O)O)OC1=CC=CC=C1 (3-(2-(5-bromo-3-phenoxypyridin-2-ylamino)thiazol-4-yl)propanoic acid), C=1C=CC2=C(C1)N=NN2O.O (HOBT H2O), CCN(C(C)C)C(C)C (DIEA), CCN=C=NCCCN(C)C (EDCI), Cl.NCC(C)=O (1-aminopropan-2-one hydrochloride). Run in C1CCOC1 (THF). Conditions: temperature 50 celsius, time 2 day. Yields the product BrC=1C=C(C(=NC1)NC=1SC=C(N1)CCC(=O)NCC(C)=O)OC1=CC=CC=C1 (3-(2-(5-bromo-3-phenoxypyridin-2-ylamino)thiazol-4-yl)-N-(2-oxopropyl)propanamide). RXN SMILES: [Br:1][C:2]1[CH:3]=[C:4]([O:19][C:20]2[CH:25]=[CH:24][CH:23]=[CH:22][CH:21]=2)[C:5]([NH:8][C:9]2[S:10][CH:11]=[C:12]([CH2:14][CH2:15][C:16]([OH:18])=O)[N:13]=2)=[N:6][CH:7]=1.C1C=CC2N(O)N=NC=2C=1.O.CCN(C(C)C)C(C)C.CCN=C=NCCCN(C)C.Cl.[NH2:58][CH2:59][C:60](=[O:62])[CH3:61]>C1COCC1>[Br:1][C:2]1[CH:3]=[C:4]([O:19][C:20]2[CH:21]=[CH:22][CH:23]=[CH:24][CH:25]=2)[C:5]([NH:8][C:9]2[S:10][CH:11]=[C:12]([CH2:14][CH2:15][C:16]([NH:58][CH2:59][C:60](=[O:62])[CH3:61])=[O:18])[N:13]=2)=[N:6][CH:7]=1 |f:1.2,5.6|. Procedure: A mixture of 3-(2-(5-bromo-3-phenoxypyridin-2-ylamino)thiazol-4-yl)propanoic acid (0.800 g, 1.90 mmol), HOBT-H2O (0.437 g, 2.86 mmol), DIEA (1.36 mL, 7.80 mmol), EDCI (0.547 g, 2.86 mmol), and 1-aminopropan-2-one hydrochloride (0.834 g, 7.61 mmol) in 50 mL THF was stirred at 50° C. for 2 days. The mixture was concentrated and diluted with CH2Cl2 and washed with water, dried over sodium sulfate and concentrated to a residue that was carried on to the next step without further purification. Starting materials: CC(=O)OC(C)=O, CN(C)c1ccncc1, OC(c1ccccc1)c1ccc(Cl)nc1, ClCCl. The product is CC(=O)OC(c1ccccc1)c1ccc(Cl)nc1. Reaction SMILES: [CH3:16][C:17](=[O:18])[O:19][C:20](=[O:21])[CH3:22].[CH3:26][N:27]([c:28]1[cH:29][cH:30][n:31][cH:32][cH:33]1)[CH3:34].[Cl:1][c:2]1[cH:3][cH:4][c:5]([CH:8]([OH:9])[c:10]2[cH:11][cH:12][cH:13][cH:14][cH:15]2)[cH:6][n:7]1.[Cl:23][CH2:24][Cl:25]>>[Cl:1][c:2]1[cH:3][cH:4][c:5]([CH:8]([O:9][C:17]([CH3:16])=[O:18])[c:10]2[cH:11][cH:12][cH:13][cH:14][cH:15]2)[cH:6][n:7]1.